From a dataset of the Open Reaction Database (ORD), a public repository of structured organic reaction records. describe an organic reaction: reactants, conditions, products, and yield Starting materials: Cc1cc(Nc2nccc(C(F)(F)F)n2)cc(-c2cnc(Br)s2)c1, O=C([O-])[O-], CC1(C)OB(c2cn[nH]c2)OC1(C)C, [Na+], [Na+], C1COCCO1. The product is Cc1cc(Nc2nccc(C(F)(F)F)n2)cc(-c2cnc(-c3cn[nH]c3)s2)c1. As a reaction SMILES: [Br:1][c:2]1[s:3][c:4](-[c:7]2[cH:8][c:9]([NH:14][c:15]3[n:16][cH:17][cH:18][c:19]([C:21]([F:22])([F:23])[F:24])[n:20]3)[cH:10][c:11]([CH3:13])[cH:12]2)[cH:5][n:6]1.[C:39](=[O:40])([O-:41])[O-:42].[CH3:25][C:26]1([CH3:27])[C:28]([CH3:29])([CH3:30])[O:31][B:32]([c:33]2[cH:34][n:35][nH:36][cH:37]2)[O:38]1.[Na+:43].[Na+:44].[O:45]1[CH2:46][CH2:47][O:48][CH2:49][CH2:50]1>>[c:2]1(-[c:33]2[cH:34][n:35][nH:36][cH:37]2)[s:3][c:4](-[c:7]2[cH:8][c:9]([NH:14][c:15]3[n:16][cH:17][cH:18][c:19]([C:21]([F:22])([F:23])[F:24])[n:20]3)[cH:10][c:11]([CH3:13])[cH:12]2)[cH:5][n:6]1. Starting materials: CNCCC#CC1=NC=CC=C1 (N-methyl-4-(pyridin-2-yl)but-3-yn-1-amine), FC1=CC=C(C(=O)Cl)C=C1 (4-fluorobenzoyl chloride). Product: FC1=CC=C(C(=O)N(CCC#CC2=NC=CC=C2)C)C=C1 (4-fluoro-N-methyl-N-(4-(pyridin-2-yl)but-3-ynyl)benzamide). The yield is 58.8%. Reaction SMILES: [CH3:1][NH:2][CH2:3][CH2:4][C:5]#[C:6][C:7]1[CH:12]=[CH:11][CH:10]=[CH:9][N:8]=1.[F:13][C:14]1[CH:22]=[CH:21][C:17]([C:18](Cl)=[O:19])=[CH:16][CH:15]=1>>[F:13][C:14]1[CH:22]=[CH:21][C:17]([C:18]([N:2]([CH3:1])[CH2:3][CH2:4][C:5]#[C:6][C:7]2[CH:12]=[CH:11][CH:10]=[CH:9][N:8]=2)=[O:19])=[CH:16][CH:15]=1. Reported procedure: The title compound was prepared in accordance with the general method of Example 199(D), from N-methyl-4-(pyridin-2-yl)but-3-yn-1-amine (100 mg, 0.62 mmol) and 4-fluorobenzoyl chloride (99 mg, 0.62 mmol). The crude residue was purified over silicagel chromatography (prepacked 10 g silicagel column, DCM/MeOH: 98/2 as eluent) to afford 103 mg of 4-fluoro-N-methyl-N-(4-(pyridin-2-yl)but-3-ynyl)benzamide as a brown oil (Yield: 58%). The reactants are NC1=NC=C2N=CN(C2=N1)CCC(CO)CO (2-amino-9-(4-hydroxy-3-hydroxymethylbut-1-yl)purine), C([O-])([O-])=O.[K+].[K+] (Potassium carbonate), O.C1(=CC=C(C=C1)S(=O)(=O)O)C (p-toluenesulphonic acid monohydrate), COC(C)(C)OC (2,2-dimethoxypropane). Solvent: CN(C=O)C (N,N-dimethylformamide), O (Water). Reaction conditions: time 30 minute. The product is toluene-ether, NC1=NC=C2N=CN(C2=N1)CCC1COC(OC1)(C)C (2-amino-9-[2-(2,2-dimethyl-1,3-dioxan-5-yl)ethyl]purine). Yield: 94.5%. Reaction SMILES: [NH2:1][C:2]1[N:10]=[C:9]2[C:5]([N:6]=[CH:7][N:8]2[CH2:11][CH2:12][CH:13]([CH2:16][OH:17])[CH2:14][OH:15])=[CH:4][N:3]=1.O.[C:19]1(C)[CH:24]=CC(S(O)(=O)=O)=C[CH:20]=1.COC(OC)(C)C.C(=O)([O-])[O-].[K+].[K+]>CN(C)C=O.O>[NH2:1][C:2]1[N:10]=[C:9]2[C:5]([N:6]=[CH:7][N:8]2[CH2:11][CH2:12][CH:13]2[CH2:16][O:17][C:19]([CH3:24])([CH3:20])[O:15][CH2:14]2)=[CH:4][N:3]=1 |f:1.2,4.5.6|. Procedure details: To a suspension of 2-amino-9-(4-hydroxy-3-hydroxymethylbut-1-yl)purine (240 mg, 1.0 mmol) in N,N-dimethylformamide (3 ml) were added p-toluenesulphonic acid monohydrate (210 mg, 1.1 mmol) and 2,2-dimethoxypropane (0.62 ml, 5.0 mmol) and the solution was stirred for 30 minutes. Potassium carbonate (110 mg, 0.8 mmol) was added and the solution was stirred for a further 30 minutes. Water (10 ml) was added and the solution was extracted with chloroform (3×8 ml). The organic layers were combined, dri... Reaction SMILES: [CH3:1][c:2]1[n:3]([CH2:8][CH2:9][NH2:10])[cH:4][c:5]([CH3:7])[n:6]1.[Cl:11][c:12]1[c:13]([CH2:19][CH2:20][CH:21]=[O:22])[cH:14][cH:15][c:16]([Cl:18])[cH:17]1>>[CH3:1][c:2]1[n:3]2[c:4]([c:5]([CH3:7])[n:6]1)[CH:21]([CH2:20][CH2:19][c:13]1[c:12]([Cl:11])[cH:17][c:16]([Cl:18])[cH:15][cH:14]1)[NH:10][CH2:9][CH2:8]2. The reactants are Cc1cn(CCN)c(C)n1, O=CCCc1ccc(Cl)cc1Cl. Product: Cc1nc(C)n2c1C(CCc1ccc(Cl)cc1Cl)NCC2.